From a dataset of the Open Reaction Database (ORD), a public repository of structured organic reaction records. describe an organic reaction: reactants, conditions, products, and yield Starting materials: CC(C)(C)OC(=O)N1CCC(CCBr)CC1, CC(C)=O, CCOC(C)=O, [K+], [K+], O=C([O-])[O-], Oc1ccc(OCc2ccccc2)cc1. Yields the product CC(C)(C)OC(=O)N1CCC(CCOc2ccc(OCc3ccccc3)cc2)CC1. As a reaction SMILES: [Br:1][CH2:2][CH2:3][CH:4]1[CH2:5][CH2:6][N:7]([C:10](=[O:11])[O:12][C:13]([CH3:14])([CH3:15])[CH3:16])[CH2:8][CH2:9]1.[CH3:38][C:39](=[O:40])[CH3:41].[CH3:42][CH2:43][O:44][C:45]([CH3:46])=[O:47].[K+:32].[K+:33].[O-:34][C:35]([O-:36])=[O:37].[OH:17][c:18]1[cH:19][cH:20][c:21]([O:22][CH2:23][c:24]2[cH:25][cH:26][cH:27][cH:28][cH:29]2)[cH:30][cH:31]1>>[CH2:2]([CH2:3][CH:4]1[CH2:5][CH2:6][N:7]([C:10](=[O:11])[O:12][C:13]([CH3:14])([CH3:15])[CH3:16])[CH2:8][CH2:9]1)[O:17][c:18]1[cH:19][cH:20][c:21]([O:22][CH2:23][c:24]2[cH:25][cH:26][cH:27][cH:28][cH:29]2)[cH:30][cH:31]1.